From a dataset of the Open Reaction Database (ORD), a public repository of structured organic reaction records. describe an organic reaction: reactants, conditions, products, and yield Starting materials: C(=O)([O-])[O-].[Cs+].[Cs+] (Cs2CO3), [H][H] (hydrogen), 0.045, C(C1=CC=CC=C1)OC=1C(N(C=C(C1)Br)C)=O (3-benzyloxy-5-bromo-1-methyl-1H-pyridin-2-one), ClC1=C(C(=CC=C1)Cl)B(O)O (2,6-dichlorophenylboronic acid). The reagents and catalysts are [Pd] (Pd/C), ClCCl.[Pd+2].ClC1=C([C-](C=C1)P(C1=CC=CC=C1)C1=CC=CC=C1)Cl.[C-]1(C=CC=C1)P(C1=CC=CC=C1)C1=CC=CC=C1.[Fe+2] (dichloro 1,1′-bis(diphenylphosphino)ferrocene palladium (II) dichloromethane). Solvent: C1CCOC1 (THF). Yields the product ClC1=C(C=CC(=C1)Cl)C=1C=C(C(N(C1)C)=O)O (5-(2,4-dichloro-phenyl)-3-hydroxy-1-methyl-1H-pyridin-2-one). Isolated yield 11.0%. RXN SMILES: C([O:8][C:9]1[C:10](=[O:17])[N:11]([CH3:16])[CH:12]=[C:13](Br)[CH:14]=1)C1C=CC=CC=1.[Cl:18][C:19]1[CH:24]=[CH:23][CH:22]=[C:21]([Cl:25])[C:20]=1B(O)O.C([O-])([O-])=O.[Cs+].[Cs+].[H][H]>C1COCC1.ClCCl.[Pd+2].ClC1C=C[C-](P(C2C=CC=CC=2)C2C=CC=CC=2)C=1Cl.[C-]1(P(C2C=CC=CC=2)C2C=CC=CC=2)C=CC=C1.[Fe+2].[Pd]>[Cl:18][C:19]1[CH:20]=[C:21]([Cl:25])[CH:22]=[CH:23][C:24]=1[C:13]1[CH:14]=[C:9]([OH:8])[C:10](=[O:17])[N:11]([CH3:16])[CH:12]=1 |f:2.3.4,7.8.9.10.11|. Procedure details: To a suspension of 0.045 (0.15 mmol) 3-benzyloxy-5-bromo-1-methyl-1H-pyridin-2-one, 0.44 g (0.23 mmol) 2,6-dichlorophenylboronic acid, and 0.006 g (0.008 mmol) dichloro 1,1′-bis(diphenylphosphino)ferrocene palladium (II) dichloromethane adduct in 2 mL THF was added 1 mL 1 M aq Cs2CO3. The resulting mixture was microwaved to 160° C. for 10 min. After cooling, the organic phase was separated and concentrated and the resulting residue was re-dissolved in MeOH. 0.02 mg (0.019 mmol) 10% Pd/C was adde... Reactants: N1(CCOCC1)C1=CC=C(CO)C=C1 (4-(4-Morpholinyl)benzyl alcohol), C(=O)(Cl)Cl (phosgene), COC1=CC=C(C(=O)NC=2C(=CC=CC2)N)C=C1 (N1-(4-methoxybenzoyl)-1,2-benzenediamine), N1=CC=CC=C1 (pyridine). Run in C1(=CC=CC=C1)C (toluene), C(Cl)Cl (methylene chloride). Reaction conditions: time 4 hour. Yields the product COC1=CC=C(C(=O)NC=2C(=CC=CC2)NCC2=CC=C(C=C2)N2CCOCC2)C=C1 (N1-(4-methoxybenzoyl)-N2-[4-(4-morpholinyl)benzyl]-1,2-benzenediamine). Isolated yield 13.8%. As a reaction SMILES: [N:1]1([C:7]2[CH:14]=[CH:13][C:10]([CH2:11]O)=[CH:9][CH:8]=2)[CH2:6][CH2:5][O:4][CH2:3][CH2:2]1.C(Cl)(Cl)=O.[CH3:19][O:20][C:21]1[CH:36]=[CH:35][C:24]([C:25]([NH:27][C:28]2[C:29]([NH2:34])=[CH:30][CH:31]=[CH:32][CH:33]=2)=[O:26])=[CH:23][CH:22]=1.N1C=CC=CC=1>C1(C)C=CC=CC=1.C(Cl)Cl>[CH3:19][O:20][C:21]1[CH:22]=[CH:23][C:24]([C:25]([NH:27][C:28]2[C:29]([NH:34][CH2:11][C:10]3[CH:13]=[CH:14][C:7]([N:1]4[CH2:6][CH2:5][O:4][CH2:3][CH2:2]4)=[CH:8][CH:9]=3)=[CH:30][CH:31]=[CH:32][CH:33]=2)=[O:26])=[CH:35][CH:36]=1. Procedure: 4-(4-Morpholinyl)benzyl alcohol (150 mg, 0.78 mmol) was added to a solution of phosgene in toluene (1.93 M, 1.2 mL). After 4 h, the mixture was treated with a solution of N1-(4-methoxybenzoyl)-1,2-benzenediamine (188 mg, 0.78 mmol) and pyridine (2 mL) in methylene chloride (3 mL). After 16 h, the mixture was concentrated and the residue was dissolved in EtOAc. The organic layer was washed with water (4×), brine (1×), dried with potassium carbonate, and concentrated. The residue was purified by c... Reactants: BrP(C1=CC=CC=C1)(C1=CC=CC=C1)(C1=CC=CC=C1)Br (dibromo(triphenyl)phosphorane), CCN(C(C)C)C(C)C (DIPEA), NC=1C(=NC(=CN1)Br)C(=O)NN (3-amino-6-bromo-pyrazine-2-carbohydrazide), CN(C)C(=[N+](C)C)ON1C2=C(C=CC=C2)N=N1.[B-](F)(F)(F)F (TBTU), C(C)(C)(C)OC(=O)NCC=1C=C(C(=O)O)C=CC1 (3-[(tert-butoxycarbonylamino)methyl]benzoic acid), CCN(C(C)C)C(C)C (DIPEA). The solvent is C(C)(=O)OCC (ethyl acetate), CN(C)C=O (DMF). Reaction conditions: time 2 hour. The product is NC=1C(=NC(=CN1)Br)C1=NN=C(O1)C=1C=C(CNC(OC(C)(C)C)=O)C=CC1 (tert-butyl 3-(5-(3-amino-6-bromopyrazin-2-yl)-1,3,4-oxadiazol-2-yl)benzylcarbamate). Reaction SMILES: [NH2:1][C:2]1[C:3]([C:9]([NH:11][NH2:12])=[O:10])=[N:4][C:5]([Br:8])=[CH:6][N:7]=1.CN(C(ON1N=NC2C=CC=CC1=2)=[N+](C)C)C.[B-](F)(F)(F)F.[C:35]([O:39][C:40]([NH:42][CH2:43][C:44]1[CH:45]=[C:46]([CH:50]=[CH:51][CH:52]=1)[C:47](O)=O)=[O:41])([CH3:38])([CH3:37])[CH3:36].CCN(C(C)C)C(C)C.BrP(Br)(C1C=CC=CC=1)(C1C=CC=CC=1)C1C=CC=CC=1>CN(C=O)C.C(OCC)(=O)C>[NH2:1][C:2]1[C:3]([C:9]2[O:10][C:47]([C:46]3[CH:45]=[C:44]([CH:52]=[CH:51][CH:50]=3)[CH2:43][NH:42][C:40](=[O:41])[O:39][C:35]([CH3:38])([CH3:36])[CH3:37])=[N:12][N:11]=2)=[N:4][C:5]([Br:8])=[CH:6][N:7]=1 |f:1.2|. Procedure: 3-amino-6-bromo-pyrazine-2-carbohydrazide (1.2 g, 5.172 mmol), TBTU (1.333 g, 5.689 mmol), 3-[(tert-butoxycarbonylamino)methyl]benzoic acid (1.300 g, 5.172 mmol) and DIPEA (1.338 g, 1.803 mL, 10.35 mmol) in a solution in DMF (13.98 mL) were stirred at room temperature for 1 h. The reaction mixture was diluted with ethyl acetate (35 mL), washed with water (2×50 mL) and brine (1×50 mL). The organic layer was dried over MgSO4 and concentrated in vacuo to a solid. This solid was suspended in MeCN (8...